This data is from the Open Reaction Database (ORD), a public repository of structured organic reaction records. The task is: describe an organic reaction: reactants, conditions, products, and yield Reaction SMILES: [CH3:1][O:2][c:3]1[cH:4][cH:5][c:6]([NH:9][C:10]#[N:11])[cH:7][cH:8]1.[Cl:31][c:32]1[cH:33][cH:34][cH:35][cH:36][cH:37]1.[NH2:12][c:13]1[c:14]([NH:19][C:20](=[O:21])[c:22]2[s:23][c:24]3[c:29]([n:30]2)[CH2:28][CH2:27][NH:26][CH2:25]3)[cH:15][cH:16][cH:17][cH:18]1>>[CH3:1][O:2][c:3]1[cH:4][cH:5][c:6]([NH:9][C:10](=[NH:11])[N:26]2[CH2:25][c:24]3[s:23][c:22]([C:20]([NH:19][c:14]4[c:13]([NH2:12])[cH:18][cH:17][cH:16][cH:15]4)=[O:21])[n:30][c:29]3[CH2:28][CH2:27]2)[cH:7][cH:8]1. Starting materials: COc1ccc(NC#N)cc1, Clc1ccccc1, Nc1ccccc1NC(=O)c1nc2c(s1)CNCC2. Product: COc1ccc(NC(=N)N2CCc3nc(C(=O)Nc4ccccc4N)sc3C2)cc1. The reactants are C(=O)C=1C=C(C=CC1)B(O)O ((3-Formylphenyl)boronic acid), BrC1=CSC2=C1C=CC=C2 (3-bromo-1-benzothiophene), C([O-])([O-])=O.[Cs+].[Cs+] (cesium carbonate), C(C)O (ethanol). Reagents/catalysts: C=1C=CC(=CC1)[P](C=2C=CC=CC2)(C=3C=CC=CC3)[Pd]([P](C=4C=CC=CC4)(C=5C=CC=CC5)C=6C=CC=CC6)([P](C=7C=CC=CC7)(C=8C=CC=CC8)C=9C=CC=CC9)[P](C=1C=CC=CC1)(C=1C=CC=CC1)C=1C=CC=CC1 (tetrakis(triphenylphosphine)palladium(0)). Solvent: C1(=CC=CC=C1)C (toluene). Reaction conditions: temperature 70 celsius, time 18 hour. Yields the product S1C=C(C2=C1C=CC=C2)C=2C=C(C=O)C=CC2 (3-(1-benzothien-3-yl)benzaldehyde). Isolated yield 93.8%. Reaction SMILES: [CH:1]([C:3]1[CH:4]=[C:5](B(O)O)[CH:6]=[CH:7][CH:8]=1)=[O:2].Br[C:13]1[C:17]2[CH:18]=[CH:19][CH:20]=[CH:21][C:16]=2[S:15][CH:14]=1.C(=O)([O-])[O-].[Cs+].[Cs+].C(O)C>C1C=CC([P]([Pd]([P](C2C=CC=CC=2)(C2C=CC=CC=2)C2C=CC=CC=2)([P](C2C=CC=CC=2)(C2C=CC=CC=2)C2C=CC=CC=2)[P](C2C=CC=CC=2)(C2C=CC=CC=2)C2C=CC=CC=2)(C2C=CC=CC=2)C2C=CC=CC=2)=CC=1.C1(C)C=CC=CC=1>[S:15]1[C:16]2[CH:21]=[CH:20][CH:19]=[CH:18][C:17]=2[C:13]([C:5]2[CH:4]=[C:3]([CH:8]=[CH:7][CH:6]=2)[CH:1]=[O:2])=[CH:14]1 |f:2.3.4,^1:34,36,55,74|. Procedure details: (3-Formylphenyl)boronic acid (1.7 g, 11.3 mmol), 3-bromo-1-benzothiophene (2.0 g, 9.39 mmol) and cesium carbonate (4.6 g, 14.1 mmol) were added to a mixed solvent of ethanol (10 mL) and toluene (50 mL). After argon substitution, tetrakis(triphenylphosphine)palladium(0) (0.20 g, 0.17 mmol) was added. The reaction mixture was stirred under an argon atmosphere at 70° C. for 18 hr. The reaction mixture was cooled, and the insoluble material was filtered through celite, and the filtrate was concentra... Starting materials: CC1=C(C2=C(S1)C=C(C=C2)OS(=O)(=O)C(F)(F)F)C2=CC=C(C=C2)C(F)(F)F (Trifluoro-methanesulfonic acid 2-methyl-3-(4-trifluoromethyl-phenyl)-benzo[b]thiophen-6-yl ester), C(CC#C)O (3-butyn-1-ol). The product is CC1=C(C2=C(S1)C=C(C=C2)C#CCCO)C2=CC=C(C=C2)C(F)(F)F (4-[2-Methyl-3-(4-trifluoromethyl-phenyl)-benzo[b]thiophen-6-yl]-but-3-yn-1-ol). RXN SMILES: [CH3:1][C:2]1[S:6][C:5]2[CH:7]=[C:8](OS(C(F)(F)F)(=O)=O)[CH:9]=[CH:10][C:4]=2[C:3]=1[C:19]1[CH:24]=[CH:23][C:22]([C:25]([F:28])([F:27])[F:26])=[CH:21][CH:20]=1.[CH2:29]([OH:33])[CH2:30][C:31]#[CH:32]>>[CH3:1][C:2]1[S:6][C:5]2[CH:7]=[C:8]([C:32]#[C:31][CH2:30][CH2:29][OH:33])[CH:9]=[CH:10][C:4]=2[C:3]=1[C:19]1[CH:20]=[CH:21][C:22]([C:25]([F:27])([F:28])[F:26])=[CH:23][CH:24]=1. Procedure: In analogy to example 13.1, the Trifluoro-methanesulfonic acid 2-methyl-3-(4-trifluoromethyl-phenyl)-benzo[b]thiophen-6-yl ester was reacted with 3-butyn-1-ol to yield the 4-[2-Methyl-3-(4-trifluoromethyl-phenyl)-benzo[b]thiophen-6-yl]-but-3-yn-1-ol as brown oil, MS: 360 (M+).